Dataset: the Open Reaction Database (ORD), a public repository of structured organic reaction records. Task: describe an organic reaction: reactants, conditions, products, and yield Yields the product COC(=O)C1c2ccccc2N(c2ccccc2)c2ccccc21. Reactants: Brc1ccccc1, CC(C)(C)P(C(C)(C)C)C(C)(C)C, COC(=O)C1c2ccccc2Nc2ccccc21, CC(C)(C)[O-], Cc1ccccc1, ClCCl, [Na+], CC(=O)[O-], CC(=O)[O-], [Pd+2]. Reaction SMILES: [Br:19][c:20]1[cH:21][cH:22][cH:23][cH:24][cH:25]1.[C:32]([P:33]([C:34]([CH3:35])([CH3:36])[CH3:37])[C:38]([CH3:39])([CH3:40])[CH3:41])([CH3:42])([CH3:43])[CH3:44].[CH3:1][O:2][C:3](=[O:4])[CH:5]1[c:6]2[cH:7][cH:8][cH:9][cH:10][c:11]2[NH:12][c:13]2[cH:14][cH:15][cH:16][cH:17][c:18]21.[CH3:26][C:27]([CH3:28])([O-:29])[CH3:30].[CH3:45][c:46]1[cH:47][cH:48][cH:49][cH:50][cH:51]1.[Cl:52][CH2:53][Cl:54].[Na+:31].[O-:56][C:57]([CH3:58])=[O:59].[O-:60][C:61]([CH3:62])=[O:63].[Pd+2:55]>>[CH3:1][O:2][C:3](=[O:4])[CH:5]1[c:6]2[cH:7][cH:8][cH:9][cH:10][c:11]2[N:12]([c:20]2[cH:21][cH:22][cH:23][cH:24][cH:25]2)[c:13]2[cH:14][cH:15][cH:16][cH:17][c:18]21. The reactants are COC(CNC1=CC=C(C=C1)N1C(=NC(=C1)C1=CC=C(C=C1)C(F)(F)F)CC1=CC=C(C=C1)Br)=O ({-4-[2-(4-Bromo-benzyl)-4-(4-trifluoromethyl-phenyl)-imidazol-1-yl]-phenylamino}-acetic acid methyl ester), C1(CCCCC1)C1=CC=C(C=C1)B(O)O (4-cyclohexyl-phenylboronic acid). Product: COC(CNC1=CC=C(C=C1)N1C(=NC(=C1)C1=CC=C(C=C1)C(F)(F)F)CC1=CC=C(C=C1)C1=CC=C(C=C1)C1CCCCC1)=O ({4-[2-(4′-cyclohexyl-biphenyl-4-ylmethyl)-4-(4-trifluoromethyl-phenyl)-imidazol-1-yl]phenylamino}-acetic acid methyl ester). Reaction SMILES: [CH3:1][O:2][C:3](=[O:35])[CH2:4][NH:5][C:6]1[CH:11]=[CH:10][C:9]([N:12]2[CH:16]=[C:15]([C:17]3[CH:22]=[CH:21][C:20]([C:23]([F:26])([F:25])[F:24])=[CH:19][CH:18]=3)[N:14]=[C:13]2[CH2:27][C:28]2[CH:33]=[CH:32][C:31](Br)=[CH:30][CH:29]=2)=[CH:8][CH:7]=1.[CH:36]1([C:42]2[CH:47]=[CH:46][C:45](B(O)O)=[CH:44][CH:43]=2)[CH2:41][CH2:40][CH2:39][CH2:38][CH2:37]1>>[CH3:1][O:2][C:3](=[O:35])[CH2:4][NH:5][C:6]1[CH:11]=[CH:10][C:9]([N:12]2[CH:16]=[C:15]([C:17]3[CH:22]=[CH:21][C:20]([C:23]([F:26])([F:25])[F:24])=[CH:19][CH:18]=3)[N:14]=[C:13]2[CH2:27][C:28]2[CH:33]=[CH:32][C:31]([C:39]3[CH:38]=[CH:37][C:36]([CH:42]4[CH2:47][CH2:46][CH2:45][CH2:44][CH2:43]4)=[CH:41][CH:40]=3)=[CH:30][CH:29]=2)=[CH:8][CH:7]=1. Reported procedure: {-4-[2-(4-Bromo-benzyl)-4-(4-trifluoromethyl-phenyl)-imidazol-1-yl]-phenylamino}-acetic acid methyl ester (1.3 g, 2.4 m mol) was coupled with 4-cyclohexyl-phenylboronic acid (615 mg, 3.0 mmol) according to general procedure G to give {4-[2-(4′-cyclohexyl-biphenyl-4-ylmethyl)-4-(4-trifluoromethyl-phenyl)-imidazol-1-yl]phenylamino}-acetic acid methyl ester. The reactants are CCn1c(=O)c2c(nc(C=Cc3ccc(OCOC)c(OC)c3)n2C)n(CC)c1=O, Cl, [Na+], C1CCOC1, [OH-], O. Product: CCn1c(=O)c2c(nc(C=Cc3ccc(O)c(OC)c3)n2C)n(CC)c1=O. Reaction SMILES: [CH2:1]([CH3:2])[n:3]1[c:4](=[O:5])[n:6]([CH2:29][CH3:30])[c:7]2[n:8][c:9]([CH:15]=[CH:16][c:17]3[cH:18][c:19]([O:27][CH3:28])[c:20]([O:23][CH2:24][O:25][CH3:26])[cH:21][cH:22]3)[n:10]([CH3:14])[c:11]2[c:12]1=[O:13].[ClH:31].[Na+:33].[O:35]1[CH2:36][CH2:37][CH2:38][CH2:39]1.[OH-:32].[OH2:34]>>[CH2:1]([CH3:2])[n:3]1[c:4](=[O:5])[n:6]([CH2:29][CH3:30])[c:7]2[n:8][c:9]([CH:15]=[CH:16][c:17]3[cH:18][c:19]([O:27][CH3:28])[c:20]([OH:23])[cH:21][cH:22]3)[n:10]([CH3:14])[c:11]2[c:12]1=[O:13]. Reactants: CI, COC(=O)C1=C(C)NC(=O)CC1c1ccc(C(F)(F)F)cc1, [H-], [Na+], CN(C)C=O. The product is COC(=O)C1=C(C)N(C)C(=O)CC1c1ccc(C(F)(F)F)cc1. Reaction SMILES: [CH3:25][I:26].[F:1][C:2]([c:3]1[cH:4][cH:5][c:6]([CH:9]2[C:10]([C:17](=[O:18])[O:19][CH3:20])=[C:11]([CH3:16])[NH:12][C:13](=[O:15])[CH2:14]2)[cH:7][cH:8]1)([F:21])[F:22].[H-:24].[Na+:23].[O:27]=[CH:28][N:29]([CH3:30])[CH3:31]>>[F:1][C:2]([c:3]1[cH:4][cH:5][c:6]([CH:9]2[C:10]([C:17](=[O:18])[O:19][CH3:20])=[C:11]([CH3:16])[N:12]([CH3:25])[C:13](=[O:15])[CH2:14]2)[cH:7][cH:8]1)([F:21])[F:22].